This data is from the Open Reaction Database (ORD), a public repository of structured organic reaction records. The task is: describe an organic reaction: reactants, conditions, products, and yield Reactants: BrC=1C=C(C=CC1)C(=O)C=1C=C(C=C(C1)C1=CC=CC=C1)C1=CC=CC=C1 ((3-bromophenyl)-[1,1′;3′,1″]terphenyl-5′-ylmethanone), C(=CC1=CC=CC=C1)B(O)O (styreneboronic acid), C([O-])([O-])=O.[Na+].[Na+] (sodium carbonate). Run in C1(=CC=CC=C1)C (toluene). The product is C(=C)C1=CC=C(C=C1)C1=CC(=CC=C1)C(=O)C=1C=C(C=C(C1)C1=CC=CC=C1)C1=CC=CC=C1 ([1,1′;3′,1″]Terphenyl-5′-yl 4′-vinylbiphenyl-3-yl ketone). RXN SMILES: Br[C:2]1[CH:3]=[C:4]([C:8]([C:10]2[CH:11]=[C:12]([C:22]3[CH:27]=[CH:26][CH:25]=[CH:24][CH:23]=3)[CH:13]=[C:14]([C:16]3[CH:21]=[CH:20][CH:19]=[CH:18][CH:17]=3)[CH:15]=2)=[O:9])[CH:5]=[CH:6][CH:7]=1.[CH:28](B(O)O)=[CH:29][C:30]1[CH:35]=[CH:34][CH:33]=[CH:32][CH:31]=1.C(=O)([O-])[O-].[Na+].[Na+]>C1(C)C=CC=CC=1>[CH:29]([C:30]1[CH:35]=[CH:34][C:33]([C:6]2[CH:7]=[CH:2][CH:3]=[C:4]([C:8]([C:10]3[CH:11]=[C:12]([C:22]4[CH:27]=[CH:26][CH:25]=[CH:24][CH:23]=4)[CH:13]=[C:14]([C:16]4[CH:17]=[CH:18][CH:19]=[CH:20][CH:21]=4)[CH:15]=3)=[O:9])[CH:5]=2)=[CH:32][CH:31]=1)=[CH2:28] |f:2.3.4|. Reported procedure: 25 g of (3-bromophenyl)-[1,1′;3′,1″]terphenyl-5′-ylmethanone and 8 g of styreneboronic acid [2156-04-9] are dissolved in 300 ml of toluene, and 100 ml of a 2M sodium carbonate solution are added. The reaction mixture is carefully degassed, and 200 mg of tetrakistriphenylphosphinepalladium are added, and the mixture is heated under reflux for 20 hours. The solution is cooled to room temperature. The phases are separated. The aqueous phase is extracted three times with toluene, the combined organi... The reactants are Cl.CN(C)CC1CCC=2N(C3=CC=CC=C3C2C1=O)C (3-[(Dimethylamino)methyl]-1,2,3,9-tetrahydro-9-methyl-4H-carbazol-4-one hydrochloride), CC=1NC=CN1 (2-methylimidazole), O (water). The solvent is CN(C=O)C (dimethyl formamide). Run at time 6 hour. Yields the product CC1=NC=CN1CC2CCC3=C(C=4C=CC=CC4N3C)C2=O (ondansetron). The yield is 97.0%. Reaction SMILES: Cl.CN([CH2:5][CH:6]1[C:18](=[O:19])[C:17]2[C:16]3[C:11](=[CH:12][CH:13]=[CH:14][CH:15]=3)[N:10]([CH3:20])[C:9]=2[CH2:8][CH2:7]1)C.[CH3:21][C:22]1[NH:23][CH:24]=[CH:25][N:26]=1.O>CN(C)C=O>[CH3:21][C:22]1[N:26]([CH2:5][CH:6]2[C:18](=[O:19])[C:17]3[C:16]4[CH:15]=[CH:14][CH:13]=[CH:12][C:11]=4[N:10]([CH3:20])[C:9]=3[CH2:8][CH2:7]2)[CH:25]=[CH:24][N:23]=1 |f:0.1|. Procedure details: 3-[(Dimethylamino)methyl]-1,2,3,9-tetrahydro-9-methyl-4H-carbazol-4-one hydrochloride (10 g, 34 mmol) and 2-methylimidazole (16.8 g, 205 mmol, 6.0 eq.) were suspended in mixture of water (75 ml) and dimethyl formamide (37.5 ml). The reaction mixture was heated to reflux (102–103° C.) and stirred for a further 6 hours at this temperature. The reaction mixture was cooled to 5–10° C. and stirred for half an hour at this temperature. The precipitated crude ondansetron base was filtered and washed wi... As a reaction SMILES: [F:1][C:2]([F:32])([F:31])[C:3]([C:20]1[CH:25]=[CH:24][C:23]([O:26][C:27]([F:30])([F:29])[F:28])=[CH:22][CH:21]=1)=[CH:4][CH:5]=[CH:6][C:7]1[CH:12]=[CH:11][CH:10]=[C:9]([O:13][C:14]2[CH:19]=[CH:18][CH:17]=[CH:16][CH:15]=2)[CH:8]=1>C(O)C.[Pd]>[F:1][C:2]([F:31])([F:32])[CH:3]([C:20]1[CH:21]=[CH:22][C:23]([O:26][C:27]([F:28])([F:29])[F:30])=[CH:24][CH:25]=1)[CH2:4][CH2:5][CH2:6][C:7]1[CH:12]=[CH:11][CH:10]=[C:9]([O:13][C:14]2[CH:19]=[CH:18][CH:17]=[CH:16][CH:15]=2)[CH:8]=1. The product is FC(C(CCCC1=CC(=CC=C1)OC1=CC=CC=C1)C1=CC=C(C=C1)OC(F)(F)F)(F)F (1,1,1-trifluoro-2-(4-trifluoromethoxyphenyl)-5-(3-phenoxyphenyl)pentane). The reagents and catalysts are [Pd] (palladium on charcoal). Reported procedure: The (2E, 4E) isomer of 1,1,1-trifluoro-2-(4-trifluoromethoxyphenyl)-5-(3-phenoxyphenyl)penta-2,4-diene (2.7 g) in ethanol (80 cm3) in the presence of a hydrogenation catalyst (10% palladium on charcoal, 200 mg) was stirred under an atmosphere of hydrogen at a pressure of 3.7 atmospheres for 1 hour. The reaction mixture was filtered through celite to remove the catalyst and the celite washed with further ethanol. The combined filtrates were concentrated by evaporation of the ethanol under reduced... The solvent is C(C)O (ethanol). Isolated yield 76.7%. Starting materials: 2E, 4E, FC(C(=CC=CC1=CC(=CC=C1)OC1=CC=CC=C1)C1=CC=C(C=C1)OC(F)(F)F)(F)F (1,1,1-trifluoro-2-(4-trifluoromethoxyphenyl)-5-(3-phenoxyphenyl)penta-2,4-diene). Yield: 56.9%. Reactants: [Ba+2].P(=O)([O-])([O-])OCC(=O)[C@H](O)[C@H](O)[C@@H](O)C (L-Fuculose 1-Phosphate Barium Salt). Conditions: temperature 37 celsius. RXN SMILES: [Ba+2].P([O:6][CH2:7][C:8]([C@@H:10]([C@@H:12]([C@H:14]([CH3:16])[OH:15])[OH:13])[OH:11])=[O:9])([O-])([O-])=O>O>[OH:6][CH2:7][C:8]([C@@H:10]([C@@H:12]([C@H:14]([CH3:16])[OH:15])[OH:13])[OH:11])=[O:9] |f:0.1|. Run in O (H2O). Procedure details: Crude L-fuculose-1-phosphate 4 (0.50 g) was powdered, dispersed in H2O (9 mL) and treated with Dowex 50W-X8 resin (H+ form, 400 mesh) until pH 2.8 for 30 min. The resin was filtered off, washed with water (2×2 mL) and the filtrate was adjusted to pH 4.7 with 6N HC1. Acid phosphatase (250 units) was added, the mixture was heated at 37° C. for 21 h, the pH was adjusted to 7.0 with saturated Ba(OH)2 soln. and methanol (2 vol) was added. The precipitate was filtered off through Celite and the solven... Yields the product OCC(=O)[C@H](O)[C@H](O)[C@@H](O)C (L-Fuculose). The reactants are BrC1=CN=C2N1N=C(C=C2)Cl (3-bromo-6-chloroimidazo[1,2-b]pyridazine), FC(OC=1C=C(C=CC1)B(O)O)(F)F (3-(trifluoromethoxy)phenylboronic acid), C(=O)([O-])[O-].[K+].[K+] (K2CO3). Reagents/catalysts: C=1C=CC(=CC1)[P](C=2C=CC=CC2)(C=3C=CC=CC3)[Pd]([P](C=4C=CC=CC4)(C=5C=CC=CC5)C=6C=CC=CC6)([P](C=7C=CC=CC7)(C=8C=CC=CC8)C=9C=CC=CC9)[P](C=1C=CC=CC1)(C=1C=CC=CC1)C=1C=CC=CC1 (Pd(PPh3)4). Run in O1CCOCC1.O (dioxane H2O). Conditions: temperature 110 celsius, time 3 hour. Product: BrC1=CN=C2N1N=C(C=C2)Cl (3-bromo-6-chloroimidazo[1,2-b]pyridazine), ClC=1C=CC=2N(N1)C(=CN2)C2=CC(=CC=C2)OC(F)(F)F (6-chloro-3-(3-(trifluoromethoxy)phenyl)imidazo[1,2-b]pyridazine). Yield: 94.9%. Reaction SMILES: [Br:1][C:2]1[N:6]2[N:7]=[C:8]([Cl:11])[CH:9]=[CH:10][C:5]2=[N:4][CH:3]=1.[F:12][C:13]([F:25])([F:24])[O:14][C:15]1[CH:16]=[C:17](B(O)O)[CH:18]=[CH:19][CH:20]=1.C([O-])([O-])=O.[K+].[K+]>O1CCOCC1.O.C1C=CC([P]([Pd]([P](C2C=CC=CC=2)(C2C=CC=CC=2)C2C=CC=CC=2)([P](C2C=CC=CC=2)(C2C=CC=CC=2)C2C=CC=CC=2)[P](C2C=CC=CC=2)(C2C=CC=CC=2)C2C=CC=CC=2)(C2C=CC=CC=2)C2C=CC=CC=2)=CC=1>[Br:1][C:2]1[N:6]2[N:7]=[C:8]([Cl:11])[CH:9]=[CH:10][C:5]2=[N:4][CH:3]=1.[Cl:11][C:8]1[CH:9]=[CH:10][C:5]2[N:6]([C:2]([C:17]3[CH:18]=[CH:19][CH:20]=[C:15]([O:14][C:13]([F:12])([F:24])[F:25])[CH:16]=3)=[CH:3][N:4]=2)[N:7]=1 |f:2.3.4,5.6,^1:42,44,63,82|. Procedure details: 3-bromo-6-chloroimidazo[1,2-b]pyridazine was prepared according to procedures described in U.S. Pat. No. 7,750,007, which is hereby incorporated by reference in its entirety. To a solution of 3-bromo-6-chloroimidazo[1,2-b]pyridazine (5 g, 21.5 mmol) and 3-(trifluoromethoxy)phenylboronic acid (4.43 g, 21.5 mmol) in dioxane/H2O (100 mL, 4:1) was added K2CO3 (6.8 g, 64.5 mmol) and Pd(PPh3)4 (1.9 g, 2.58 mmol), the mixture was stirred at 110° C. for 3 h. The solution was concentrated, partitioned in... The reactants are CCCCCC, O, CCC(O)c1c(C(C)C)cc(C(C)C)cc1C(C)C, O=S(Cl)Cl. Product: CCC(Cl)c1c(C(C)C)cc(C(C)C)cc1C(C)C. RXN SMILES: [CH3:1][CH2:2][CH2:3][CH2:4][CH2:5][CH3:6].[OH2:30].[OH:7][CH:8]([CH2:9][CH3:10])[c:11]1[c:12]([CH:23]([CH3:24])[CH3:25])[cH:13][c:14]([CH:20]([CH3:21])[CH3:22])[cH:15][c:16]1[CH:17]([CH3:18])[CH3:19].[S:26]([Cl:27])([Cl:28])=[O:29]>>[CH:8]([CH2:9][CH3:10])([c:11]1[c:12]([CH:23]([CH3:24])[CH3:25])[cH:13][c:14]([CH:20]([CH3:21])[CH3:22])[cH:15][c:16]1[CH:17]([CH3:18])[CH3:19])[Cl:28]. The reactants are CCOC(CBr)OCC, [K+], [K+], O=C([O-])[O-], CN(C)C=O, COc1ccc(O)c(C=O)c1. Product: CCOC(COc1ccc(OC)cc1C=O)OCC. RXN SMILES: [CH2:18]([CH3:19])[O:20][CH:21]([CH2:22][Br:23])[O:24][CH2:25][CH3:26].[K+:12].[K+:13].[O-:14][C:15]([O-:16])=[O:17].[O:27]=[CH:28][N:29]([CH3:30])[CH3:31].[OH:1][c:2]1[c:3]([CH:4]=[O:5])[cH:6][c:7]([O:10][CH3:11])[cH:8][cH:9]1>>[O:1]([c:2]1[c:3]([CH:4]=[O:5])[cH:6][c:7]([O:10][CH3:11])[cH:8][cH:9]1)[CH2:22][CH:21]([O:20][CH2:18][CH3:19])[O:24][CH2:25][CH3:26].